Dataset: the Open Reaction Database (ORD), a public repository of structured organic reaction records. Task: describe an organic reaction: reactants, conditions, products, and yield Reactants: C(Cl)(Cl)OC (Cl2CHOMe), FC(C(C(F)(F)F)C1=CC=C(C=C1)OC)(F)F (4-(2,2,2-Trifluoro-1-(trifluoromethyl)ethyl)anisole), O (H2O). The reagents and catalysts are Cl[Ti](Cl)(Cl)Cl (TiCl4). The solvent is C(Cl)Cl (CH2Cl2). The product is FC(C(C(F)(F)F)C=1C=CC(=C(C=O)C1)OC)(F)F (5-(2,2,2-Trifluoro-1-(trifluoromethyl)ethyl)-2-methoxybenzaldehyde). The yield is 90.9%. Reaction SMILES: [F:1][C:2]([F:17])([F:16])[CH:3]([C:8]1[CH:13]=[CH:12][C:11]([O:14][CH3:15])=[CH:10][CH:9]=1)[C:4]([F:7])([F:6])[F:5].[CH:18]([O:21]C)(Cl)Cl.O>C(Cl)Cl.Cl[Ti](Cl)(Cl)Cl>[F:1][C:2]([F:16])([F:17])[CH:3]([C:8]1[CH:13]=[CH:12][C:11]([O:14][CH3:15])=[C:10]([CH:9]=1)[CH:18]=[O:21])[C:4]([F:6])([F:5])[F:7]. Procedure: To a stirred and ice-cooled solution of Compound 8 (650 mg, 2.5 mmol) in dry CH2Cl2 (15 ml) was added neat TiCl4 (950 mg, 5.0 mmol) followed by Cl2CHOMe (600 mg, 5.0 mmol). After the addition was complete, the mixture was stirred at room temperature for 5 hr, poured into H2O (60 ml), and extracted with CH2Cl2. The combined extracts were dried (Na2SO4), and concentrated in vacuo to give a yellow oil, which was purified by a column chromatography on silica gel to give Compound 9 (650 mg, 90%) Starting materials: C1(=CC=CC=C1)P(C1=CC=CC=C1)C1=CC=CC=C1 (triphenylphosphine), C(Br)(Br)(Br)Br (carbon tetrabromide), C(=O)[C@H]1N(CCC1)C(=O)OC(C)(C)C ((S)-2-formyl-1-pyrrolidinecarboxylic acid, 1,1-dimethylethyl ester). Run in C(Cl)Cl (methylene chloride), C(Cl)Cl (methylene chloride). Product: BrC(=CC1N(CCC1)C(=O)OC(C)(C)C)Br (2,2-Dibromoethenyl-1-pyrrolidinecarboxylic acid, 1,1-dimethylethyl ester). Yield: 47.9%. As a reaction SMILES: [CH:1]([C@@H:3]1[CH2:7][CH2:6][CH2:5][N:4]1[C:8]([O:10][C:11]([CH3:14])([CH3:13])[CH3:12])=[O:9])=O.C1(P(C2C=CC=CC=2)C2C=CC=CC=2)C=CC=CC=1.[C:34](Br)(Br)([Br:36])[Br:35]>C(Cl)Cl>[Br:35][C:34]([Br:36])=[CH:1][CH:3]1[CH2:7][CH2:6][CH2:5][N:4]1[C:8]([O:10][C:11]([CH3:14])([CH3:13])[CH3:12])=[O:9]. Procedure details: Following the procedure of Example 3, 6.8 g of (S)-2-formyl-1-pyrrolidinecarboxylic acid, 1,1-dimethylethyl ester in 20 ml of methylene chloride is reacted with 40 g of triphenylphosphine, 26 g of carbon tetrabromide in 700 ml of methylene chloride to give 5.8 g of the desired product as a colorless solid, mp 58°-59° C., [α]D26° =+24°±1 (C=1.048%, methylene chloride). The reactants are methyl and ethyl esters, C(C)N(C(C)=O)C1=C(CCC(C1)C)C(=O)[O-] (2-(N-ethyl-acetamido)-4-methyl-cyclohex-1-ene-1-carboxylate), C[O-].[Na+] (sodium methoxide). Run in O1CCOCC1 (dioxan). The product is C(C)N1C(=O)C=C(C=2CCC(CC12)C)O (1-Ethyl-4-hydroxy-7-methyl-5,6,7,8-tetrahydrocarbostyril). Reaction SMILES: [CH2:1]([N:3]([C:7]1[CH2:12][CH:11]([CH3:13])[CH2:10][CH2:9][C:8]=1[C:14]([O-:16])=O)[C:4](=[O:6])[CH3:5])[CH3:2].C[O-].[Na+]>O1CCOCC1>[CH2:1]([N:3]1[C:7]2[CH2:12][CH:11]([CH3:13])[CH2:10][CH2:9][C:8]=2[C:14]([OH:16])=[CH:5][C:4]1=[O:6])[CH3:2] |f:1.2|. Reported procedure: The reaction of a 1:9 mixture of the methyl and ethyl esters of 2-(N-ethyl-acetamido)-4-methyl-cyclohex-1-ene-1-carboxylate (36.3 g; 0.144 mole) with dry sodium methoxide in dioxan as described in Example 8 gave the title product as a white crystalline solid; m.p. (EtOH) 335° - 338° C